Dataset: the Open Reaction Database (ORD), a public repository of structured organic reaction records. Task: describe an organic reaction: reactants, conditions, products, and yield The product is C(C)N1CCN(CC1)CC1=C(C=C(C(=O)NC2=CC(=C(C=C2)C)NC2=NC=CC(=N2)C=2C=NC=C(C2)Br)C=C1)C(F)(F)F (4-(4-ethylpiperazin-1-ylmethyl)-3-trifluoromethyl-N-{3-[4-(5-bromopyridin-3-yl)pyrimidin-2-ylamino]-4-methylphenyl}benzamide). RXN SMILES: [Br:1][C:2]1[CH:3]=[C:4]([C:8]2[CH:13]=[CH:12][N:11]=[C:10]([NH:14][C:15]3[CH:16]=[C:17]([CH:19]=[CH:20][C:21]=3[CH3:22])[NH2:18])[N:9]=2)[CH:5]=[N:6][CH:7]=1.Cl.Cl.[CH2:25]([N:27]1[CH2:32][CH2:31][N:30]([CH2:33][C:34]2[CH:42]=[CH:41][C:37]([C:38](Cl)=[O:39])=[CH:36][C:35]=2[C:43]([F:46])([F:45])[F:44])[CH2:29][CH2:28]1)[CH3:26]>>[CH2:25]([N:27]1[CH2:28][CH2:29][N:30]([CH2:33][C:34]2[CH:42]=[CH:41][C:37]([C:38]([NH:18][C:17]3[CH:19]=[CH:20][C:21]([CH3:22])=[C:15]([NH:14][C:10]4[N:9]=[C:8]([C:4]5[CH:5]=[N:6][CH:7]=[C:2]([Br:1])[CH:3]=5)[CH:13]=[CH:12][N:11]=4)[CH:16]=3)=[O:39])=[CH:36][C:35]=2[C:43]([F:46])([F:44])[F:45])[CH2:31][CH2:32]1)[CH3:26] |f:1.2.3|. Reactants: BrC=1C=C(C=NC1)C1=NC(=NC=C1)NC=1C=C(N)C=CC1C (3-[4-(5-bromopyridin-3-yl)pyrimidin-2-ylamino]-4-methylaniline), Cl.Cl.C(C)N1CCN(CC1)CC1=C(C=C(C(=O)Cl)C=C1)C(F)(F)F (4-(4-ethylpiperazin-1-ylmethyl)-3-trifluoromethylbenzoyl chloride dihydrochloride). Procedure details: This compound was prepared in the same manner as in Example 1, except that 3-[4-(5-bromopyridin-3-yl)pyrimidin-2-ylamino]-4-methylaniline (Reference Example 19) and 4-(4-ethylpiperazin-1-ylmethyl)-3-trifluoromethylbenzoyl chloride dihydrochloride (Reference Example 5) were used, and that the reaction was conducted at room temperature for 24 hours and the amorphous obtained by purification with silica gel column chromatography was crystallized by adding chloroform-diethyl ether (1:1). Run at time 24 hour. Starting materials: CS(=O)(=O)C1=CC=C(C=C1)CC(=O)O (4-methylsulfonylphenylacetic acid), S(=O)(Cl)Cl (thionyl chloride). Run at temperature 90 celsius. The product is CS(=O)(=O)C1=CC=C(C=C1)CC(=O)Cl (4-methylsulfonylphenylacetyl chloride). Yield: 101.1%. As a reaction SMILES: [CH3:1][S:2]([C:5]1[CH:10]=[CH:9][C:8]([CH2:11][C:12]([OH:14])=O)=[CH:7][CH:6]=1)(=[O:4])=[O:3].S(Cl)([Cl:17])=O>>[CH3:1][S:2]([C:5]1[CH:10]=[CH:9][C:8]([CH2:11][C:12]([Cl:17])=[O:14])=[CH:7][CH:6]=1)(=[O:4])=[O:3]. Procedure details: First, a mixture of 110 g (0.51 mole) of 4-methylsulfonylphenylacetic acid and 110 ml (1.51 moles) of thionyl chloride was heated at 90° C. for 2 hours. After completion of the reaction, an excess of thionyl chloride was distilled off under reduced pressure, giving about 120 g of 4-methylsulfonylphenylacetyl chloride as a light brown solid. The solid thus obtained was subjected to the subsequent reaction without isolation and purification. Reactants: ClCCl, O=CCCC1CC(c2cccc([N+](=O)[O-])c2)=NO1, c1ccc(N2CCNCC2)cc1. Yields the product O=[N+]([O-])c1cccc(C2=NOC(CCCN3CCN(c4ccccc4)CC3)C2)c1. As a reaction SMILES: [CH2:31]([Cl:32])[Cl:33].[N+:1](=[O:2])([O-:3])[c:4]1[cH:5][c:6]([C:10]2=[N:11][O:12][CH:13]([CH2:15][CH2:16][CH:17]=[O:18])[CH2:14]2)[cH:7][cH:8][cH:9]1.[c:19]1([N:25]2[CH2:26][CH2:27][NH:28][CH2:29][CH2:30]2)[cH:20][cH:21][cH:22][cH:23][cH:24]1>>[N+:1](=[O:2])([O-:3])[c:4]1[cH:5][c:6]([C:10]2=[N:11][O:12][CH:13]([CH2:15][CH2:16][CH2:17][N:28]3[CH2:27][CH2:26][N:25]([c:19]4[cH:20][cH:21][cH:22][cH:23][cH:24]4)[CH2:30][CH2:29]3)[CH2:14]2)[cH:7][cH:8][cH:9]1. Reactants: CCOC(C)=O, O=C(O)c1cc2cc(Cl)ccc2[nH]1, Cl, NC(Cc1ccc(O)cc1)C(=O)N1CCC(O)CC1. The product is O=C(NC(Cc1ccc(O)cc1)C(=O)N1CCC(O)CC1)c1cc2cc(Cl)ccc2[nH]1. Reaction SMILES: [CH3:34][CH2:35][O:36][C:37](=[O:38])[CH3:39].[Cl:21][c:22]1[cH:23][c:24]2[cH:25][c:26]([C:31](=[O:32])[OH:33])[nH:27][c:28]2[cH:29][cH:30]1.[ClH:1].[NH2:2][CH:3]([C:4](=[O:5])[N:6]1[CH2:7][CH2:8][CH:9]([OH:12])[CH2:10][CH2:11]1)[CH2:13][c:14]1[cH:15][cH:16][c:17]([OH:20])[cH:18][cH:19]1>>[NH:2]([CH:3]([C:4](=[O:5])[N:6]1[CH2:7][CH2:8][CH:9]([OH:12])[CH2:10][CH2:11]1)[CH2:13][c:14]1[cH:15][cH:16][c:17]([OH:20])[cH:18][cH:19]1)[C:31]([c:26]1[cH:25][c:24]2[cH:23][c:22]([Cl:21])[cH:30][cH:29][c:28]2[nH:27]1)=[O:32]. The reactants are S1C(=CC=C1)SC1=CC=CC=C1 ((2-thienyl)phenylsulfide), [O-]S(=O)(=O)C(F)(F)F.C1(=CC=CC=C1)[I+]C1=CC=CC=C1 (diphenyliodonium triflate), C(C)OCC (ethyl ether). The reagents and catalysts are C(C1=CC=CC=C1)(=O)[O-].[Cu+2].C(C1=CC=CC=C1)(=O)[O-] (copper benzoate). The solvent is O (water). Run at time 24 hour. Yields the product [O-]S(=O)(=O)C(F)(F)F.S1C(=CC=C1)[S+](C1=CC=CC=C1)C1=CC=CC=C1 ((2-Thienyl)diphenylsulfonium Triflate). The yield is 89.6%. Reaction SMILES: [S:1]1[CH:5]=[CH:4][CH:3]=[C:2]1[S:6][C:7]1[CH:12]=[CH:11][CH:10]=[CH:9][CH:8]=1.[O-:13][S:14]([C:17]([F:20])([F:19])[F:18])(=[O:16])=[O:15].[C:21]1([I+]C2C=CC=CC=2)[CH:26]=[CH:25][CH:24]=[CH:23][CH:22]=1.C(OCC)C>O.C([O-])(=O)C1C=CC=CC=1.[Cu+2].C([O-])(=O)C1C=CC=CC=1>[O-:16][S:14]([C:17]([F:20])([F:19])[F:18])(=[O:15])=[O:13].[S:1]1[CH:5]=[CH:4][CH:3]=[C:2]1[S+:6]([C:21]1[CH:26]=[CH:25][CH:24]=[CH:23][CH:22]=1)[C:7]1[CH:8]=[CH:9][CH:10]=[CH:11][CH:12]=1 |f:1.2,5.6.7,8.9|. Reported procedure: (2-thienyl)phenylsulfide (2.0 g, 0.0104 mole), diphenyliodonium triflate (5.8 g, 0.0135 mole) and copper benzoate (0.08 g, 0.003 mole) are heated without solvent for 3 hours at 120-145° C. under nitrogen atmosphere. After cooling down, 75 ml ethyl ether was added and the mixture vigorously stirred overnight to achieve solidification. Filtration and washing with ethyl ether yielded a brown solid, which was dissolved in hot water, the solution filtered and the water removed in vacuo. The resulting...